This data is from the Open Reaction Database (ORD), a public repository of structured organic reaction records. The task is: describe an organic reaction: reactants, conditions, products, and yield The reactants are O=C([O-])[O-], COCCOc1noc(C2CC(c3ccc(CC(F)(F)F)cc3)CN(C(=O)Oc3ccc([N+](=O)[O-])cc3)C2)n1, Cl, [K+], [K+], CN(C)C=O, OC1CNC1. The product is COCCOc1noc(C2CC(c3ccc(CC(F)(F)F)cc3)CN(C(=O)N3CC(O)C3)C2)n1. As a reaction SMILES: [C:46](=[O:47])([O-:48])[O-:49].[CH3:1][O:2][CH2:3][CH2:4][O:5][c:6]1[n:7][o:8][c:9]([CH:11]2[CH2:12][N:13]([C:28](=[O:29])[O:30][c:31]3[cH:32][cH:33][c:34]([N+:35]([O-:36])=[O:37])[cH:38][cH:39]3)[CH2:14][CH:15]([c:17]3[cH:18][cH:19][c:20]([CH2:23][C:24]([F:25])([F:26])[F:27])[cH:21][cH:22]3)[CH2:16]2)[n:10]1.[ClH:40].[K+:50].[K+:51].[O:52]=[CH:53][N:54]([CH3:55])[CH3:56].[OH:41][CH:42]1[CH2:43][NH:44][CH2:45]1>>[CH3:1][O:2][CH2:3][CH2:4][O:5][c:6]1[n:7][o:8][c:9]([CH:11]2[CH2:12][N:13]([C:28](=[O:29])[N:44]3[CH2:43][CH:42]([OH:41])[CH2:45]3)[CH2:14][CH:15]([c:17]3[cH:18][cH:19][c:20]([CH2:23][C:24]([F:25])([F:26])[F:27])[cH:21][cH:22]3)[CH2:16]2)[n:10]1. Reactants: BrC=1C=C(C=CC1)N(C(=O)N1CCC2=C1N=C(N=C2C=2C=NC(=NC2)N(CC2=CC=C(C=C2)OC)CC2=CC=C(C=C2)OC)N2CCOCC2)C (4-{2-[Bis-(4-methoxy-benzyl)-amino]-pyrimidin-5-yl}-2-morpholin-4-yl-5,6-dihydro-pyrrolo[2,3-d]pyrimidine-7-carboxylic acid (3-bromo-phenyl)-methyl-amide), COC=1C=CC=C(C1C=2C=CC=CC2P(C3CCCCC3)C4CCCCC4)OC (S-Phos), P(=O)([O-])([O-])[O-].[K+].[K+].[K+] (potassium phosphate), N1(CCNCC1)CCO (2-piperazin-1-yl-ethanol). The reagents and catalysts are [Pd].[Pd].C(C1=CC=CC=C1)=CC(=O)C=CC1=CC=CC=C1.C(C1=CC=CC=C1)=CC(=O)C=CC1=CC=CC=C1.C(C1=CC=CC=C1)=CC(=O)C=CC1=CC=CC=C1 (tris(dibenzylideneacetone) dipalladium). Solvent: CN(C)C=O (DMF). Reaction conditions: temperature 100 celsius, time 4 hour. Yields the product OCCN1CCN(CC1)C=1C=C(C=CC1)N(C(=O)N1CCC2=C1N=C(N=C2C=2C=NC(=NC2)N(CC2=CC=C(C=C2)OC)CC2=CC=C(C=C2)OC)N2CCOCC2)C (4-{2-[bis-(4-methoxy-benzyl)-amino]-pyrimidin-5-yl}-2-morpholin-4-yl-5,6-dihydro-pyrrolo[2,3-d]pyrimidine-7-carboxylic acid {3-[4-(2-hydroxy-ethyl)-piperazin-1-yl]-phenyl}-methyl-amide). RXN SMILES: Br[C:2]1[CH:3]=[C:4]([N:8]([CH3:51])[C:9]([N:11]2[C:15]3[N:16]=[C:17]([N:45]4[CH2:50][CH2:49][O:48][CH2:47][CH2:46]4)[N:18]=[C:19]([C:20]4[CH:21]=[N:22][C:23]([N:26]([CH2:36][C:37]5[CH:42]=[CH:41][C:40]([O:43][CH3:44])=[CH:39][CH:38]=5)[CH2:27][C:28]5[CH:33]=[CH:32][C:31]([O:34][CH3:35])=[CH:30][CH:29]=5)=[N:24][CH:25]=4)[C:14]=3[CH2:13][CH2:12]2)=[O:10])[CH:5]=[CH:6][CH:7]=1.COC1C=CC=C(OC)C=1C1C=CC=CC=1P(C1CCCCC1)C1CCCCC1.P([O-])([O-])([O-])=O.[K+].[K+].[K+].[N:89]1([CH2:95][CH2:96][OH:97])[CH2:94][CH2:93][NH:92][CH2:91][CH2:90]1>[Pd].[Pd].C(=CC(C=CC1C=CC=CC=1)=O)C1C=CC=CC=1.C(=CC(C=CC1C=CC=CC=1)=O)C1C=CC=CC=1.C(=CC(C=CC1C=CC=CC=1)=O)C1C=CC=CC=1.CN(C=O)C>[OH:97][CH2:96][CH2:95][N:89]1[CH2:94][CH2:93][N:92]([C:2]2[CH:3]=[C:4]([N:8]([CH3:51])[C:9]([N:11]3[C:15]4[N:16]=[C:17]([N:45]5[CH2:50][CH2:49][O:48][CH2:47][CH2:46]5)[N:18]=[C:19]([C:20]5[CH:21]=[N:22][C:23]([N:26]([CH2:36][C:37]6[CH:42]=[CH:41][C:40]([O:43][CH3:44])=[CH:39][CH:38]=6)[CH2:27][C:28]6[CH:33]=[CH:32][C:31]([O:34][CH3:35])=[CH:30][CH:29]=6)=[N:24][CH:25]=5)[C:14]=4[CH2:13][CH2:12]3)=[O:10])[CH:5]=[CH:6][CH:7]=2)[CH2:91][CH2:90]1 |f:2.3.4.5,7.8.9.10.11|. Reported procedure: To a DMF solution (2.0 ml) of 4-{2-[bis-(4-methoxy-benzyl)-amino]-pyrimidin-5-yl}-2-morpholin-4-yl-5,6-dihydro-pyrrolo[2,3-d]pyrimidine-7-carboxylic acid (3-bromo-phenyl)-methyl-amide (70.5 mg) obtained in Step B, tris(dibenzylideneacetone) dipalladium (4.3 mg), S-Phos (3.8 mg) and potassium phosphate (39.8 mg), 2-piperazin-1-yl-ethanol (23 μl) was added, and degassed under ultrasonic irradiation. After this was stirred at 100° C. for 4 hours, water (10 ml) was added, followed by extraction with... The reactants are C(=O)C1=C(OCC2=NC3=CC=CC=C3C=C2)C=CC(=C1)C=O (2-(2,4-diformylphenoxymethyl)quinoline), C[O-].[Na+] (sodium methoxide). The solvent is CO (methanol). The product is C(=O)C=1C=CC2=C(C=C(O2)C2=NC3=CC=CC=C3C=C2)C1 (2-(5-formylbenzofuran-2-yl)quinoline). Yield: 20.1%. As a reaction SMILES: [CH:1]([C:3]1[CH:20]=[C:19]([CH:21]=[O:22])[CH:18]=[CH:17][C:4]=1[O:5][CH2:6][C:7]1[CH:16]=[CH:15][C:14]2[C:9](=[CH:10][CH:11]=[CH:12][CH:13]=2)[N:8]=1)=O.C[O-].[Na+]>CO>[CH:21]([C:19]1[CH:18]=[CH:17][C:4]2[O:5][C:6]([C:7]3[CH:16]=[CH:15][C:14]4[C:9](=[CH:10][CH:11]=[CH:12][CH:13]=4)[N:8]=3)=[CH:1][C:3]=2[CH:20]=1)=[O:22] |f:1.2|. Procedure: A mixture of 2-(2,4-diformylphenoxymethyl)quinoline (164.6 mg) and sodium methoxide (140 mg) in methanol (10.5 ml) was stirred under reflux for 30 minutes. The reaction mixture was concentrated under reduced pressure, and to the residue was added water and chloroform. The separated organic layer was washed with brine, dried over magnesium sulfate and concentrated under reduced pressure to give a crude residue. The residue was subjected to column chromatography on silica gel and eluted with a mix... Reaction SMILES: Cl[C:2]1[CH:7]=[C:6]([O:8]C)[CH:5]=[CH:4][C:3]=1[C:10]([C:12]1[CH:17]=[CH:16][C:15]([Cl:18])=[CH:14][CH:13]=1)=[O:11].Br.CC(O)=[O:22]>>[Cl:18][C:15]1[CH:16]=[CH:17][C:12]([C:10]([C:3]2[CH:4]=[CH:5][C:6]([OH:8])=[CH:7][C:2]=2[OH:22])=[O:11])=[CH:13][CH:14]=1. Reactants: ClC1=C(C=CC(=C1)OC)C(=O)C1=CC=C(C=C1)Cl ((2-Chloro-4-methoxyphenyl)(4-chlorophenyl)methanone), CC(=O)O (AcOH), Br (HBr). The product is ClC1=CC=C(C=C1)C(=O)C1=C(C=C(C=C1)O)O ((4-chlorophenyl)(2,4-dihydroxyphenyl)methanone). Procedure details: To a stirred solution of 4-chlorobenzoyl chloride (1.0 g, 5.8 mmol) and 1-chloro-3-methoxybenzene(823.7 mmol) in CH2Cl2 (150 mL) at 0° C. was added AlCl3 (841.5 mg, 6.4 mmol). The reaction mixture was warmed to room temperature. After 12h the reaction mixture was poured into aq. NaHCO3 and extracted with CH2Cl2 (twice). The combined extracts were washed with brine, dried over Na2SO4, and concentrated in vaccuo to provide the crude product. Purification by silica gel chromatography provided (2-ch... Starting materials: C([O-])([O-])=O.[Ca+2] (calcium carbonate), [N+](=O)([O-])C=1C=C(C=CC1N)O (3-nitro-4-aminophenol), ClC(=O)OCCCCl (γ-chloropropyl chloroformate). The solvent is C(OC)COC (dimethoxy ethane). Conditions: time 1 hour. Yields the product [N+](=O)([O-])C1=C(C=CC(=C1)O)NC(OCCCCl)=O (γ-chloropropyl N-(2-nitro-4-hydroxyphenyl)-carbamate). As a reaction SMILES: [N+:1]([C:4]1[CH:5]=[C:6]([OH:11])[CH:7]=[CH:8][C:9]=1[NH2:10])([O-:3])=[O:2].C(=O)([O-])[O-].[Ca+2].Cl[C:18]([O:20][CH2:21][CH2:22][CH2:23][Cl:24])=[O:19]>C(COC)OC>[N+:1]([C:4]1[CH:5]=[C:6]([OH:11])[CH:7]=[CH:8][C:9]=1[NH:10][C:18](=[O:19])[O:20][CH2:21][CH2:22][CH2:23][Cl:24])([O-:3])=[O:2] |f:1.2|. Procedure details: 77 g (0.5 mole) of 3-nitro-4-aminophenol are dissolved in 200 ml of dimethoxy ethane, 27 g of calcium carbonate are added, and 80 g (0.51 mole) of γ-chloropropyl chloroformate are added dropwise at 70° C. After 1 hour, the reaction mixture is filtered hot and the filtrate is stirred into 700 ml of ice-water, after which 128 g (93%) of the desired compound precipitate. The melting point is 103°-105° C., and after recrystallisation from toluene is 106° C. Reactants: ClC1=CC=C(C=C1)C=1C=C(C=2N(C1)C(=CN2)C#C)C (6-(4-chloro-phenyl)-3-ethynyl-8-methyl-imidazo[1,2-a]pyridine), OCC(C)(C)NS(=O)(=O)C=1C=NC=C(C1)Br (5-bromo-pyridine-3-sulfonic acid (2-hydroxy-1,1-dimethyl-ethyl)-amide). Yields the product OCC(C)(C)NS(=O)(=O)C=1C=NC=C(C1)C#CC1=CN=C2N1C=C(C=C2C)C2=CC=C(C=C2)Cl (5-[6-(4-Chloro-phenyl)-8-methyl-imidazo[1,2-a]pyridin-3-ylethynyl]-pyridine-3-sulfonic acid (2-hydroxy-1,1-dimethyl-ethyl)-amide), solid. The yield is 35.0%. Reaction SMILES: [Cl:1][C:2]1[CH:7]=[CH:6][C:5]([C:8]2[CH:9]=[C:10]([CH3:19])[C:11]3[N:12]([C:14]([C:17]#[CH:18])=[CH:15][N:16]=3)[CH:13]=2)=[CH:4][CH:3]=1.[OH:20][CH2:21][C:22]([NH:25][S:26]([C:29]1[CH:30]=[N:31][CH:32]=[C:33](Br)[CH:34]=1)(=[O:28])=[O:27])([CH3:24])[CH3:23]>>[OH:20][CH2:21][C:22]([NH:25][S:26]([C:29]1[CH:30]=[N:31][CH:32]=[C:33]([C:18]#[C:17][C:14]2[N:12]3[CH:13]=[C:8]([C:5]4[CH:4]=[CH:3][C:2]([Cl:1])=[CH:7][CH:6]=4)[CH:9]=[C:10]([CH3:19])[C:11]3=[N:16][CH:15]=2)[CH:34]=1)(=[O:28])=[O:27])([CH3:24])[CH3:23]. Procedure: The title compound was prepared from 6-(4-chloro-phenyl)-3-ethynyl-8-methyl-imidazo[1,2-a]pyridine (example C.21) (270 mg, 1 mmol) and 5-bromo-pyridine-3-sulfonic acid (2-hydroxy-1,1-dimethyl-ethyl)-amide (example B.2) (282 mg, 0.9 mmol) according to general procedure II. Obtained as a light yellow solid (180 mg, 35%). MS (ISP) 495.0 [(M+H)+], 497 [(M+2+H)+]; mp 215-217° C.